describe an organic reaction: reactants, conditions, products, and yield From a dataset of the Open Reaction Database (ORD), a public repository of structured organic reaction records. Reactants: CCOC(C)=O, ClCCl, CSCCCON, CCCCCC, CO, O=Cc1cc(C(=O)NOCCO)c(Nc2ccc(I)cc2F)c(F)c1F. Product: CSCCCON=Cc1cc(C(=O)NOCCO)c(Nc2ccc(I)cc2F)c(F)c1F. As a reaction SMILES: [C:40]([O:41][CH2:42][CH3:43])(=[O:44])[CH3:45].[CH2:46]([Cl:47])[Cl:48].[CH3:27][S:28][CH2:29][CH2:30][CH2:31][O:32][NH2:33].[CH3:34][CH2:35][CH2:36][CH2:37][CH2:38][CH3:39].[CH3:49][OH:50].[F:1][c:2]1[c:3]([NH:18][c:19]2[c:20]([F:26])[cH:21][c:22]([I:25])[cH:23][cH:24]2)[c:4]([C:5](=[O:6])[NH:7][O:8][CH2:9][CH2:10][OH:11])[cH:12][c:13]([CH:16]=[O:17])[c:14]1[F:15]>>[F:1][c:2]1[c:3]([NH:18][c:19]2[c:20]([F:26])[cH:21][c:22]([I:25])[cH:23][cH:24]2)[c:4]([C:5](=[O:6])[NH:7][O:8][CH2:9][CH2:10][OH:11])[cH:12][c:13]([CH:16]=[N:33][O:32][CH2:31][CH2:30][CH2:29][S:28][CH3:27])[c:14]1[F:15].